From a dataset of the Open Reaction Database (ORD), a public repository of structured organic reaction records. describe an organic reaction: reactants, conditions, products, and yield Reactants: C(C1=CC=CC=C1)NC(C#N)C1(CC1)C(=O)OCC (1-(1-benzylamino-1-cyanomethyl)-1-ethoxycarbonylcyclopropane), N (ammonia), [H][H] (hydrogen). The reagents and catalysts are [Ni] (Raney nickel). The product is C(C1=CC=CC=C1)NC1CNC(C12CC2)=O (7-Benzylamino-4-oxo-5-azaspiro[2.4]heptane). Reaction SMILES: [CH2:1]([NH:8][CH:9]([C:12]1([C:15]([O:17]CC)=O)[CH2:14][CH2:13]1)[C:10]#[N:11])[C:2]1[CH:7]=[CH:6][CH:5]=[CH:4][CH:3]=1.N.[H][H]>[Ni]>[CH2:1]([NH:8][CH:9]1[C:12]2([CH2:14][CH2:13]2)[C:15](=[O:17])[NH:11][CH2:10]1)[C:2]1[CH:7]=[CH:6][CH:5]=[CH:4][CH:3]=1. Reported procedure: An autoclave was charged with 61.3 mg of 1-(1-benzylamino-1-cyanomethyl)-1-ethoxycarbonylcyclopropane, 0.2 ml of Raney nickel and 2.0 ml of ammonia-saturated ethanol, and the contents were stirred at room temperature for 2 hours in an atmosphere of hydrogen under a pressure of 30 kg/cm2. After completion of the reaction, the catalyst was removed by filtration and the resulting filtrate was concentrated under a reduced pressure to obtain 51.3 mg (quantitative) of the title compound in the form of...